Dataset: the Open Reaction Database (ORD), a public repository of structured organic reaction records. Task: describe an organic reaction: reactants, conditions, products, and yield Starting materials: C([O-])([O-])=O.[K+].[K+] (potassium carbonate), ON1C(C=2C(C1=O)=CC=CC2)=O (N-hydroxyphthalimide), ClCC=1N=C(SC1)NC(C1=CC=CC=C1)(C1=CC=CC=C1)C1=CC=CC=C1 (4-chloromethyl-2-tritylaminothiazol). Reagents/catalysts: C1CCC2C(C1)OCCOCCOC3CCCCC3OCCOCCO2 (dicyclohexyl-18-crown-6). Solvent: CN(C=O)C (N,N-dimethylformamide). Reaction conditions: time 2 hour. The product is C(C1=CC=CC=C1)(C1=CC=CC=C1)(C1=CC=CC=C1)NC=1SC=C(N1)COC1=C2C(C(=O)NC2=O)=CC=C1 ((2-tritylaminothiazol-4-yl)methoxyphthalimide). Yield: 96.1%. Reaction SMILES: O[N:2]1[C:6](=[O:7])[C:5]2=[CH:8][CH:9]=[CH:10][CH:11]=[C:4]2[C:3]1=[O:12].[C:13](=[O:16])([O-])[O-].[K+].[K+].ClC[C:21]1[N:22]=[C:23]([NH:26][C:27]([C:40]2[CH:45]=[CH:44][CH:43]=[CH:42][CH:41]=2)([C:34]2[CH:39]=[CH:38][CH:37]=[CH:36][CH:35]=2)[C:28]2[CH:33]=[CH:32][CH:31]=[CH:30][CH:29]=2)[S:24][CH:25]=1>CN(C)C=O.C1CC2OCCOCCOC3C(OCCOCCOC2CC1)CCCC3>[C:27]([NH:26][C:23]1[S:24][CH:25]=[C:21]([CH2:13][O:16][C:8]2[CH:9]=[CH:10][CH:11]=[C:4]3[C:3]([NH:2][C:6](=[O:7])[C:5]=23)=[O:12])[N:22]=1)([C:40]1[CH:41]=[CH:42][CH:43]=[CH:44][CH:45]=1)([C:34]1[CH:35]=[CH:36][CH:37]=[CH:38][CH:39]=1)[C:28]1[CH:29]=[CH:30][CH:31]=[CH:32][CH:33]=1 |f:1.2.3|. Procedure details: 8.15 g of N-hydroxyphthalimide was dissolved in 300 ml of N,N-dimethylformamide, 6.91 g of potassium carbonate and 200 mg of dicyclohexyl-18-crown-6 were added, and stirred at room temperature for 2 hours. Thereafter, 9.82 g of 4-chloromethyl-2-tritylaminothiazol was added thereto, and stirred and reacted at room temperature for 8 hours. The reaction mixture was concentrated under reduced pressure, and, after adding 500 ml of ethyl acetate, washed with 300 ml of water 4 times. The ethyl acetate ...